Dataset: the Open Reaction Database (ORD), a public repository of structured organic reaction records. Task: describe an organic reaction: reactants, conditions, products, and yield Starting materials: Cc1ccc2[nH]c3c(c2c1)CCN(C)CC3, O=C(CCl)N1CCCCC1, [Cu]I, [K+], [K+], [K+], CN(C)C=O, O=C(O)C1CCCN1, O=P([O-])([O-])[O-]. Yields the product Cc1ccc2c(c1)c1c(n2CC(=O)N2CCCCC2)CCN(C)CC1. Reaction SMILES: [CH3:1][N:2]1[CH2:3][CH2:4][c:5]2[nH:6][c:7]3[cH:8][cH:9][c:10]([CH3:16])[cH:11][c:12]3[c:13]2[CH2:14][CH2:15]1.[Cl:33][CH2:34][C:35](=[O:36])[N:37]1[CH2:38][CH2:39][CH2:40][CH2:41][CH2:42]1.[Cu:43][I:44].[K+:30].[K+:31].[K+:32].[O:45]=[CH:46][N:47]([CH3:48])[CH3:49].[OH:17][C:18]([CH:19]1[NH:20][CH2:21][CH2:22][CH2:23]1)=[O:24].[P:25]([O-:26])([O-:27])([O-:28])=[O:29]>>[CH3:1][N:2]1[CH2:3][CH2:4][c:5]2[n:6]([CH2:34][C:35](=[O:36])[N:37]3[CH2:38][CH2:39][CH2:40][CH2:41][CH2:42]3)[c:7]3[cH:8][cH:9][c:10]([CH3:16])[cH:11][c:12]3[c:13]2[CH2:14][CH2:15]1. Reactants: O=C([O-])[O-], C1COCCN1, COC(=O)c1cc(Cl)cc2c1NC(c1cccc(Br)c1)C(C)(C)C2, CN(C)CC(=O)O, CS(C)=O, Cl, [Cu]I, [K+], [K+]. Product: COC(=O)c1cc(Cl)cc2c1NC(c1cccc(N3CCOCC3)c1)C(C)(C)C2. RXN SMILES: [C:39](=[O:40])([O-:41])[O-:42].[CH2:25]1[CH2:26][O:27][CH2:28][CH2:29][NH:30]1.[CH3:1][O:2][C:3](=[O:4])[c:5]1[cH:6][c:7]([Cl:24])[cH:8][c:9]2[c:14]1[NH:13][CH:12]([c:15]1[cH:16][c:17]([Br:21])[cH:18][cH:19][cH:20]1)[C:11]([CH3:22])([CH3:23])[CH2:10]2.[CH3:32][N:33]([CH3:34])[CH2:35][C:36]([OH:37])=[O:38].[CH3:45][S:46](=[O:47])[CH3:48].[ClH:31].[Cu:49][I:50].[K+:43].[K+:44]>>[CH3:1][O:2][C:3](=[O:4])[c:5]1[cH:6][c:7]([Cl:24])[cH:8][c:9]2[c:14]1[NH:13][CH:12]([c:15]1[cH:16][c:17]([N:30]3[CH2:25][CH2:26][O:27][CH2:28][CH2:29]3)[cH:18][cH:19][cH:20]1)[C:11]([CH3:22])([CH3:23])[CH2:10]2. Starting materials: O=O (oxygen), ClC=1C=C(C(=O)[O-])C=CC1.[Mg+2].ClC=1C=C(C(=O)[O-])C=CC1 (magnesium 3-chlorobenzoate). The solvent is CO (methanol). The product is O=O (oxygen), ClC=1C=C(C(=O)OO)C=CC1 (3-chloroperoxybenzoic acid). Reaction SMILES: [O:1]=[O:2].[Cl:3][C:4]1[CH:5]=[C:6]([CH:10]=[CH:11][CH:12]=1)[C:7]([O-:9])=[O:8].[Mg+2].ClC1C=C(C=CC=1)C([O-])=[O:19]>CO>[O:1]=[O:2].[Cl:3][C:4]1[CH:5]=[C:6]([CH:10]=[CH:11][CH:12]=1)[C:7]([O:9][OH:19])=[O:8] |f:1.2.3|. Procedure: The product formed in the process described in Example 1 was analyzed using Fourier Transform Infrared spectroscopy (FT-IR). The spectrum produced showed absorptions at 1714 cm-1 and 1680 cm-1 (solid state analysis) which are assigned as carbonyl stretching frequencies. Spectra were also obtained for the corresponding 3-chloroperoxybenzoic acid (absorption at 1718 cm-1) and magnesium bis(3-chlorobenzoate) (absorptions at 1615 cm-1 and 1570 cm-1). A portion of the product formed in Example 1 was ...